From a dataset of the Open Reaction Database (ORD), a public repository of structured organic reaction records. describe an organic reaction: reactants, conditions, products, and yield Reactants: NC=1C(=NC(=C[N+]1[O-])C1=CN(C(C=C1)=O)C(C)C)C#N (3-Amino-6-(1-isopropyl-6-oxo-1,6-dihydro-3-pyridyl)-2-pyrazinecarbonitrile 4-oxide), O1CCOCC1 (dioxane). The solvent is Br (hydrogen bromide). Conditions: time 2 hour. Product: NC=1C(=NC(=C[N+]1[O-])C1=CN(C(C=C1)=O)C(C)C)C(=O)N (3-amino-6-(1-isopropyl-6-oxo-1,6-dihydro-3-pyridyl)-2-pyrazinecarboxamide 4-oxide). As a reaction SMILES: [NH2:1][C:2]1[C:3]([C:19]#[N:20])=[N:4][C:5]([C:9]2[CH:14]=[CH:13][C:12](=[O:15])[N:11]([CH:16]([CH3:18])[CH3:17])[CH:10]=2)=[CH:6][N+:7]=1[O-:8].[O:21]1CCOCC1>Br>[NH2:1][C:2]1[C:3]([C:19]([NH2:20])=[O:21])=[N:4][C:5]([C:9]2[CH:14]=[CH:13][C:12](=[O:15])[N:11]([CH:16]([CH3:18])[CH3:17])[CH:10]=2)=[CH:6][N+:7]=1[O-:8]. Procedure: 3-Amino-6-(1-isopropyl-6-oxo-1,6-dihydro-3-pyridyl)-2-pyrazinecarbonitrile 4-oxide (9 g) was dissolved in 25% hydrogen bromide solution of ACOH (90 ml) at 20-25° C. The reaction mixture was stirred for 2 hours at ambient temperature. To the reaction mixture was added dioxane (180 ml). The suspension was stirred for 2 hours at ambient temperature. The precipitate was collected by filtration and washed with dioxane, and dried in the air at ambient temperature. The above powder was suspended in wat... Starting materials: C(C)OC(=O)N1CC(C2=NC=3C=CC=CC3C(=C2CC1)C)O (5-hydroxy-1,2,4,5-tetrahydro-11-methyl-3-azepino[4,5-b]quinoline-carboxylic acid ethyl ester), OO (hydrogen peroxide). Yields the product C(C)OC(=O)N1CC(C2=[N+](C=3C=CC=CC3C(=C2CC1)C)[O-])O (5-Hydroxy-1,2,4,5-tetrahydro-11-methyl-3-azepino[4,5-b]quinoline-carboxylic acid ethyl ester-6-oxide). Isolated yield 17.0%. As a reaction SMILES: [CH2:1]([O:3][C:4]([N:6]1[CH2:20][CH2:19][C:18]2[C:9](=[N:10][C:11]3[CH:12]=[CH:13][CH:14]=[CH:15][C:16]=3[C:17]=2[CH3:21])[CH:8]([OH:22])[CH2:7]1)=[O:5])[CH3:2].[OH:23]O>>[CH2:1]([O:3][C:4]([N:6]1[CH2:20][CH2:19][C:18]2[C:9](=[N+:10]([O-:23])[C:11]3[CH:12]=[CH:13][CH:14]=[CH:15][C:16]=3[C:17]=2[CH3:21])[CH:8]([OH:22])[CH2:7]1)=[O:5])[CH3:2]. Procedure: 5-Hydroxy-1,2,4,5-tetrahydro-11-methyl-3-azepino[4,5-b]quinoline-carboxylic acid ethyl ester-6-oxide was prepared from 5-hydroxy-1,2,4,5-tetrahydro-11-methyl-3-azepino[4,5-b]quinoline-carboxylic acid ethyl ester and hydrogen peroxide analogous to Example 163. Reactants: CNC(C1=CC=NC=C1)=O (N-methylisonicotinamide). Reagents/catalysts: [Pt]=O (platinum oxide). Run in C(C)O (ethanol). Reaction conditions: time 8 hour. Yields the product CNC(C1CCNCC1)=O (N-methylisonipecotamide). Yield: 98.1%. As a reaction SMILES: [CH3:1][NH:2][C:3](=[O:10])[C:4]1[CH:9]=[CH:8][N:7]=[CH:6][CH:5]=1>[Pt]=O.C(O)C>[CH3:1][NH:2][C:3](=[O:10])[CH:4]1[CH2:9][CH2:8][NH:7][CH2:6][CH2:5]1. Reported procedure: A mixture of 20 g (0.147 mol) of N-methylisonicotinamide, 100 ml of ethanol, and 1.2 g of platinum oxide was hydrogenated in a Parr shaker at 60° and 60 psi for 8 hr. The catalyst was filtered off, and the filtrate was concentrated in vacuo. The residue was crystallized from ether to give 20.5 g of crude product, mp 115°-121°. The reactants are CC(CCN)C (3-methylbutan-1-amine), N=1C=CN2C1C=C(C=C2)CNC(=O)C2=CC=C(C(=O)O)C=C2 (4-(imidazo[1,2-a]pyridin-7-ylmethylcarbamoyl)benzoic acid), [N+](=O)([O-])C1=CC=C(C(=O)O)C=C1 (4-nitrobenzoic acid). Product: N=1C=CN2C1C=C(C=C2)CNC(C2=CC=C(C=C2)C(=O)N2C(CCC2)CC(C)C)=O (N-(imidazo[1,2-a]pyridin-7-ylmethyl)-4-{[2-(2-methylpropyl)pyrrolidin-1-yl]carbonyl}benzamide). Reaction SMILES: [CH3:1][CH:2]([CH3:6])[CH2:3][CH2:4][NH2:5].[N:7]1[CH:8]=[CH:9][N:10]2[CH:15]=[CH:14][C:13]([CH2:16][NH:17][C:18]([C:20]3[CH:28]=[CH:27][C:23]([C:24]([OH:26])=O)=[CH:22][CH:21]=3)=[O:19])=[CH:12][C:11]=12.[N+]([C:32]1[CH:40]=CC(C(O)=O)=C[CH:33]=1)([O-])=O>>[N:7]1[CH:8]=[CH:9][N:10]2[CH:15]=[CH:14][C:13]([CH2:16][NH:17][C:18](=[O:19])[C:20]3[CH:21]=[CH:22][C:23]([C:24]([N:5]4[CH2:40][CH2:32][CH2:33][CH:4]4[CH2:3][CH:2]([CH3:6])[CH3:1])=[O:26])=[CH:27][CH:28]=3)=[CH:12][C:11]=12. Reported procedure: The title compound was prepared as described in Example 1A, substituting 2-isobutylpyrrolidine for 3-methylbutan-1-amine and 4-(imidazo[1,2-a]pyridin-7-ylmethylcarbamoyl)benzoic acid for 4-nitrobenzoic acid. 1H NMR (300 MHz, DMSO-d6) δ ppm 9.17 (t, J=5.9 Hz, 1H), 8.49 (dd, J=6.9, 0.9 Hz, 1H), 7.95 (d, J=8.2 Hz, 2H), 7.89 (d, J=1.2 Hz, 1H), 7.56 (d, J=8.0 Hz, 2H), 7.52 (d, J=1.2 Hz, 1H), 7.40 (s, 1H), 6.86 (dd, J=7.0, 1.7 Hz, 1H), 4.52 (d, J=5.9 Hz, 2H), 4.25-4.14 (m, 1H), 3.58-3.51 (m, 1H), 3.51... Starting materials: [N+](=O)([O-])C1=C(CBr)C=CC=C1 (2-nitrobenzyl bromide), FC1=CC=C(C=C1)C=1OC(=C(N1)COC1CC(CCC1)O)C (3-[2-(4-fluorophenyl)-5-methyloxazol-4-ylmethoxy]cyclohexanol), [OH-].[Cs+] (cesium hydroxide). The reagents and catalysts are [I-].C(CCC)[N+](CCCC)(CCCC)CCCC (tetrabutylammonium iodide). Run in C(C)#N (acetonitrile). Conditions: time 12 hour. Product: FC1=CC=C(C=C1)C=1OC(=C(N1)CO[C@@H]1C[C@@H](CCC1)OCC1=C(C=CC=C1)[N+](=O)[O-])C (2-(4-Fluorophenyl)-5-methyl4-[cis-3-(2-nitrobenzyloxy)cyclohexyloxymethyl]oxazole). Reaction SMILES: [F:1][C:2]1[CH:7]=[CH:6][C:5]([C:8]2[O:9][C:10]([CH3:22])=[C:11]([CH2:13][O:14][CH:15]3[CH2:20][CH2:19][CH2:18][CH:17]([OH:21])[CH2:16]3)[N:12]=2)=[CH:4][CH:3]=1.[N+:23]([C:26]1[CH:33]=[CH:32][CH:31]=[CH:30][C:27]=1[CH2:28]Br)([O-:25])=[O:24].[OH-].[Cs+]>C(#N)C.[I-].C([N+](CCCC)(CCCC)CCCC)CCC>[F:1][C:2]1[CH:3]=[CH:4][C:5]([C:8]2[O:9][C:10]([CH3:22])=[C:11]([CH2:13][O:14][C@H:15]3[CH2:20][CH2:19][CH2:18][C@@H:17]([O:21][CH2:28][C:27]4[CH:30]=[CH:31][CH:32]=[CH:33][C:26]=4[N+:23]([O-:25])=[O:24])[CH2:16]3)[N:12]=2)=[CH:6][CH:7]=1 |f:2.3,5.6|. Procedure: 0.1 g of 3-[2-(4-fluorophenyl)-5-methyloxazol-4-ylmethoxy]cyclohexanol is dissolved in 3 ml of acetonitrile, and 0.21 g of 2-nitrobenzyl bromide and 0.36 g of tetrabutylammonium iodide are added. 0.57 ml of cesium hydroxide solution (50% strength solution in water) is added dropwise, and the two-phase mixture is stirred vigorously at room temperature, for 12 hours. The reaction is checked (LCMS), showing the formation of the desired product, in addition to unreacted alcohol 3-[2-(4-fluorophenyl)... Starting materials: ClCC(C)=O (chloroacetone), ice, [Cl-].[Na+] (sodium chloride), C(C)(C)[N-]C(C)C.[Li+] (lithium diisopropylamide), C(C)(C)NC(C)C (diisopropylamine), C(CCC)[Li] (n-butyllithium), COC=1C=C2CCC(C2=CC1)=O (5-methoxy-1-indanone). The solvent is O1CCCC1 (tetrahydrofuran), CCCCCC (hexane), O1CCCC1 (tetrahydrofuran), O1CCCC1 (tetrahydrofuran). Reaction conditions: time 100 minute. The product is COC=1C=C2CC(C(C2=CC1)=O)CC(C)=O ((RS)-5-methoxy-2-(2-oxopropyl)-1-indanone). The yield is 56.0%. As a reaction SMILES: C([N-]C(C)C)(C)C.[Li+].C(NC(C)C)(C)C.C([Li])CCC.[CH3:21][O:22][C:23]1[CH:24]=[C:25]2[C:29](=[CH:30][CH:31]=1)[C:28](=[O:32])[CH2:27][CH2:26]2.Cl[CH2:34][C:35](=[O:37])[CH3:36].[Cl-].[Na+]>CCCCCC.O1CCCC1>[CH3:21][O:22][C:23]1[CH:24]=[C:25]2[C:29](=[CH:30][CH:31]=1)[C:28](=[O:32])[CH:27]([CH2:34][C:35](=[O:37])[CH3:36])[CH2:26]2 |f:0.1,6.7|. Reported procedure: A lithium diisopropylamide solution, freshly prepared from 4.25 ml of diisopropylamine and 18.7 ml of 1.6N n-butyllithium in hexane, in 60 ml of anhydrous tetrahydrofuran was added dropwise while stirring to a solution, cooled to -70°, of 3.24 g of 5-methoxy-1-indanone in 350 ml of anhydrous tetrahydrofuran. The mixture was stirred at this temperature for an additional 30 minutes and a solution of 1.6 ml of chloroacetone dissolved in 60 ml of anhydrous tetrahydrofuran was subsequently added drop... The reactants are [BH4-], CCO, [Na+], CC(C#CC1=C(C)C(=O)C(C(=O)COc2ccccc2)C1(C)C)=CC=O, O. The product is CC(C#CC1=C(C)C(=O)C(C(=O)COc2ccccc2)C1(C)C)=CCO. Reaction SMILES: [BH4-:27].[CH3:30][CH2:31][OH:32].[Na+:28].[O:1]=[C:2]1[C:3]([CH3:26])=[C:4]([C:19]#[C:20][C:21](=[CH:22][CH:23]=[O:24])[CH3:25])[C:5]([CH3:17])([CH3:18])[CH:6]1[C:7]([CH2:8][O:9][c:10]1[cH:11][cH:12][cH:13][cH:14][cH:15]1)=[O:16].[OH2:29]>>[O:1]=[C:2]1[C:3]([CH3:26])=[C:4]([C:19]#[C:20][C:21](=[CH:22][CH2:23][OH:24])[CH3:25])[C:5]([CH3:17])([CH3:18])[CH:6]1[C:7]([CH2:8][O:9][c:10]1[cH:11][cH:12][cH:13][cH:14][cH:15]1)=[O:16].